Dataset: the Open Reaction Database (ORD), a public repository of structured organic reaction records. Task: describe an organic reaction: reactants, conditions, products, and yield Starting materials: CCO, NCc1ccc(Cl)cc1, ClC1=NC2CCCc3cccc(c32)N1. The product is Clc1ccc(CNC2=NC3CCCc4cccc(c43)N2)cc1, Cl. As a reaction SMILES: [CH3:24][CH2:25][OH:26].[Cl:15][c:16]1[cH:17][cH:18][c:19]([CH2:20][NH2:21])[cH:22][cH:23]1.[Cl:1][C:2]1=[N:13][CH:12]2[CH2:11][CH2:10][CH2:9][c:8]3[cH:7][cH:6][cH:5][c:4]([c:14]32)[NH:3]1>>[C:2]1([NH:21][CH2:20][c:19]2[cH:18][cH:17][c:16]([Cl:15])[cH:23][cH:22]2)=[N:13][CH:12]2[CH2:11][CH2:10][CH2:9][c:8]3[cH:7][cH:6][cH:5][c:4]([c:14]32)[NH:3]1.[ClH:1].